From a dataset of the Open Reaction Database (ORD), a public repository of structured organic reaction records. describe an organic reaction: reactants, conditions, products, and yield Procedure: The title compound was prepared by Method A using 1-Phenyl-1-(trimethylsilyloxy)ethylene (0.922 g, 4.83 mmol) and diethyl ester of [(3-phenylpropyl)thio]propanedioic acid (1.00 g, 3.22 mmol). m.p. 114-116° C.; 1H NMR (400 MHz, DMSO-d6) δ1.74 (m, 2 H), 2.71 (m, 4 H), 6.82 (m, 1 H), 7.16 (m, 3 H), 7.25 (m, 2 H), 7.54 (m, 3 H), 7.81 (m, 2 H), 11.95 (bs, 1 H). The reactants are C1(=CC=CC=C1)C(=C)O[Si](C)(C)C (1-Phenyl-1-(trimethylsilyloxy)ethylene), diethyl ester, C1(=CC=CC=C1)CCCSC(C(=O)O)C(=O)O ([(3-phenylpropyl)thio]propanedioic acid). As a reaction SMILES: [C:1]1([C:7]([O:9][Si](C)(C)C)=[CH2:8])[CH:6]=[CH:5][CH:4]=[CH:3][CH:2]=1.[C:14]1([CH2:20][CH2:21][CH2:22][S:23][CH:24]([C:28](O)=[O:29])[C:25](O)=[O:26])[CH:19]=[CH:18][CH:17]=[CH:16][CH:15]=1>>[OH:29][C:28]1[CH:8]=[C:7]([C:1]2[CH:6]=[CH:5][CH:4]=[CH:3][CH:2]=2)[O:9][C:25](=[O:26])[C:24]=1[S:23][CH2:22][CH2:21][CH2:20][C:14]1[CH:15]=[CH:16][CH:17]=[CH:18][CH:19]=1. The product is OC1=C(C(OC(=C1)C1=CC=CC=C1)=O)SCCCC1=CC=CC=C1 (4-Hydroxy-6-phenyl-3-[(3-phenylpropyl)thio]-2H-pyran-2-one). Reactants: C1CCOC1, CO, Cl, COC(=O)c1ccc(-c2ccc(Nc3nc4ccc(F)cc4s3)c(F)c2)cc1, [Li+], [OH-], O. Yields the product O=C(O)c1ccc(-c2ccc(Nc3nc4ccc(F)cc4s3)c(F)c2)cc1. RXN SMILES: [CH2:34]1[O:35][CH2:36][CH2:37][CH2:38]1.[CH3:29][OH:30].[ClH:33].[F:1][c:2]1[cH:3][c:4](-[c:19]2[cH:20][cH:21][c:22]([C:25](=[O:26])[O:27][CH3:28])[cH:23][cH:24]2)[cH:5][cH:6][c:7]1[NH:8][c:9]1[s:10][c:11]2[c:12]([n:13]1)[cH:14][cH:15][c:16]([F:18])[cH:17]2.[Li+:32].[OH-:31].[OH2:39]>>[F:1][c:2]1[cH:3][c:4](-[c:19]2[cH:20][cH:21][c:22]([C:25](=[O:26])[OH:27])[cH:23][cH:24]2)[cH:5][cH:6][c:7]1[NH:8][c:9]1[s:10][c:11]2[c:12]([n:13]1)[cH:14][cH:15][c:16]([F:18])[cH:17]2. The solvent is C(C)#N (acetonitrile). Reaction conditions: temperature 60 celsius, time 1 hour. The yield is 97.8%. The product is NC1CN(CC1)C1=C(C=C2C(C(=CN(C2=N1)C1CC1)C(=O)O)=O)F (7-[3-Amino-1-pyrrolidinyl]-1-cyclopropyl-6-fluoro-1,4-dihydro-4-oxo-1,8-naphthyridine-3-carboxylic Acid). Procedure details: A suspension of 5.65 g (20 mmole) of 7-chloro-1-cyclopropyl-6-fluoro-1,4-dihydro-4-oxo-1,8-naphthyri dine-3-carboxylic acid, 4.65 g (25 mmole) of 3-t-butoxycarbonylaminopyrrolidine, 7.9 g (50 mmole) of 1,8-diazabicyclo[5.4.0]undec-7-ene and 150 ml of acetonitrile was stirred at 60° C. for one hour. The solvent was removed in vacuo and the residue was dissolved in 100 ml of trifluoroacetic acid. After stirring at room temperature for one hour, the solvent was removed in vacuo and the residue was ... Starting materials: ClC1=C(C=C2C(C(=CN(C2=N1)C1CC1)C(=O)O)=O)F (7-chloro-1-cyclopropyl-6-fluoro-1,4-dihydro-4-oxo-1,8-naphthyri dine-3-carboxylic acid), C(C)(C)(C)OC(=O)NC1CNCC1 (3-t-butoxycarbonylaminopyrrolidine), N12CCCCCC2=NCCC1 (1,8-diazabicyclo[5.4.0]undec-7-ene). Reaction SMILES: Cl[C:2]1[N:11]=[C:10]2[C:5]([C:6](=[O:18])[C:7]([C:15]([OH:17])=[O:16])=[CH:8][N:9]2[CH:12]2[CH2:14][CH2:13]2)=[CH:4][C:3]=1[F:19].C(OC([NH:27][CH:28]1[CH2:32][CH2:31][NH:30][CH2:29]1)=O)(C)(C)C.N12CCCN=C1CCCCC2>C(#N)C>[NH2:27][CH:28]1[CH2:32][CH2:31][N:30]([C:2]2[N:11]=[C:10]3[C:5]([C:6](=[O:18])[C:7]([C:15]([OH:17])=[O:16])=[CH:8][N:9]3[CH:12]3[CH2:14][CH2:13]3)=[CH:4][C:3]=2[F:19])[CH2:29]1. The reactants are O=C([O-])[O-], Cn1nccc1N, CC1(C)c2cccc(P(c3ccccc3)c3ccccc3)c2Oc2c(P(c3ccccc3)c3ccccc3)cccc21, CNC(=O)c1ccccc1Nc1cc(Cl)ncc1C(F)(F)F, [Cs+], [Cs+], CC(=O)[O-], CC(=O)[O-], C1COCCO1, [Pd+2]. Yields the product CNC(=O)c1ccccc1Nc1cc(Nc2ccnn2C)ncc1C(F)(F)F. RXN SMILES: [C:30](=[O:31])([O-:32])[O-:33].[CH3:23][n:24]1[n:25][cH:26][cH:27][c:28]1[NH2:29].[CH3:36][C:37]1([CH3:38])[c:39]2[cH:40][cH:41][cH:42][c:43]([P:44]([c:45]3[cH:46][cH:47][cH:48][cH:49][cH:50]3)[c:51]3[cH:52][cH:53][cH:54][cH:55][cH:56]3)[c:57]2[O:58][c:59]2[c:60]1[cH:61][cH:62][cH:63][c:64]2[P:65]([c:66]1[cH:67][cH:68][cH:69][cH:70][cH:71]1)[c:72]1[cH:73][cH:74][cH:75][cH:76][cH:77]1.[Cl:1][c:2]1[n:3][cH:4][c:5]([C:19]([F:20])([F:21])[F:22])[c:6]([NH:8][c:9]2[c:10]([C:11](=[O:12])[NH:13][CH3:14])[cH:15][cH:16][cH:17][cH:18]2)[cH:7]1.[Cs+:34].[Cs+:35].[O-:85][C:86]([CH3:87])=[O:88].[O-:89][C:90]([CH3:91])=[O:92].[O:78]1[CH2:79][CH2:80][O:81][CH2:82][CH2:83]1.[Pd+2:84]>>[c:2]1([NH:29][c:28]2[n:24]([CH3:23])[n:25][cH:26][cH:27]2)[n:3][cH:4][c:5]([C:19]([F:20])([F:21])[F:22])[c:6]([NH:8][c:9]2[c:10]([C:11](=[O:12])[NH:13][CH3:14])[cH:15][cH:16][cH:17][cH:18]2)[cH:7]1.